Dataset: the Open Reaction Database (ORD), a public repository of structured organic reaction records. Task: describe an organic reaction: reactants, conditions, products, and yield Reactants: N[C@@H](CC1=CNC2=CC=CC=C12)C(=O)NCC1=CC=CC=C1 (Trp-NHCH2Ph), C=1C=CC2=C(C1)N=NN2O (HOBt), N([C@@H](CC1=CC=C(C=C1)OCC1=CC=CC=C1)C(=O)N[C@@H](CCCCNC(=O)OC(C)(C)C)C(=O)O)C(=O)OC(C)(C)C (N-Boc-Tyr(Bn)-Lys(Boc)-OH), C(CCl)Cl (EDC). Run in C(Cl)Cl.CN(C)C=O (CH2Cl2 DMF). Product: N([C@@H](CC1=CC=C(C=C1)OCC1=CC=CC=C1)C(=O)N[C@@H](CCCCNC(=O)OC(C)(C)C)C(=O)N[C@@H](CC1=CNC2=CC=CC=C12)C(=O)NCC1=CC=CC=C1)C(=O)OC(C)(C)C (N-Boc-Tyr(Bn)-Lys(Boc)-Trp-NHCH2Ph). The yield is 67.6%. RXN SMILES: [NH2:1][C@H:2]([C:13]([NH:15][CH2:16][C:17]1[CH:22]=[CH:21][CH:20]=[CH:19][CH:18]=1)=[O:14])[CH2:3][C:4]1[C:12]2[C:7](=[CH:8][CH:9]=[CH:10][CH:11]=2)[NH:6][CH:5]=1.[NH:23]([C:59]([O:61][C:62]([CH3:65])([CH3:64])[CH3:63])=[O:60])[C@H:24]([C:40]([NH:42][C@H:43]([C:56](O)=[O:57])[CH2:44][CH2:45][CH2:46][CH2:47][NH:48][C:49]([O:51][C:52]([CH3:55])([CH3:54])[CH3:53])=[O:50])=[O:41])[CH2:25][C:26]1[CH:31]=[CH:30][C:29]([O:32][CH2:33][C:34]2[CH:39]=[CH:38][CH:37]=[CH:36][CH:35]=2)=[CH:28][CH:27]=1.C(Cl)CCl.C1C=CC2N(O)N=NC=2C=1>C(Cl)Cl.CN(C=O)C>[NH:23]([C:59]([O:61][C:62]([CH3:65])([CH3:64])[CH3:63])=[O:60])[C@H:24]([C:40]([NH:42][C@H:43]([C:56]([NH:1][C@H:2]([C:13]([NH:15][CH2:16][C:17]1[CH:22]=[CH:21][CH:20]=[CH:19][CH:18]=1)=[O:14])[CH2:3][C:4]1[C:12]2[C:7](=[CH:8][CH:9]=[CH:10][CH:11]=2)[NH:6][CH:5]=1)=[O:57])[CH2:44][CH2:45][CH2:46][CH2:47][NH:48][C:49]([O:51][C:52]([CH3:55])([CH3:54])[CH3:53])=[O:50])=[O:41])[CH2:25][C:26]1[CH:31]=[CH:30][C:29]([O:32][CH2:33][C:34]2[CH:39]=[CH:38][CH:37]=[CH:36][CH:35]=2)=[CH:28][CH:27]=1 |f:4.5|. Procedure: compound SP307P. Same procedure as above with Trp-NHCH2Ph (120.7 mg, 0.411 mmol), N-Boc-Tyr(Bn)-Lys(Boc)-OH (246.9 mg, 0.411 mmol), EDC (87.1 mg, 0.45 mmol) and HOBt (62.1 mg, 0.46 mmol) in CH2Cl2/DMF (1.8 mL, 1/1). The crude residue was triturated with MeOH/pentane to afford a white solid (243 mg, 67%). 1H NMR (300 MHz, DMSO-d6) δ 1.2-1.61 (m, 6H, 3 CH2 Lys), 1.29 (s, 9H, (CH3)3), 1.36 (s, 9H, (CH3)3), 2.64 (m, 1H, CH2 Tyr), 2.86 (m, 3H, CH2 Lys, CH2 Tyr), 3 (dd, J=14.1 Hz, J=7 Hz, 1H, CH2 Trp)... Procedure: Potassium tert-butoxide (354 mg, 3.2 mmol) was added in one portion to a stirred solution of 2-((tert-butyldimethylsilyl)oxy)ethan-1-ol (506 mg, 2.9 mmol) in THF (3 mL) at 0° C. under nitrogen. The mixture was stirred at 0° C. for 30 min then 3-chloro-4-fluoronitrobenzene (251 mg, 1.4 mmol) was added in one portion (reaction turned dark color). The mixture was stirred at 0° C. for 10 min then the ice-bath removed, the reaction was allowed to warm to room temperature (10 min) and stirred for 1 hr... Isolated yield 102.2%. The product is C(C)(C)(C)[Si](C)(C)OCCOC1=C(C=C(C=C1)[N+](=O)[O-])Cl (tert-butyl-(2-(2-chloro-4-nitrophenoxy)ethoxy)dimethylsilane). Run in C1CCOC1 (THF). The reactants are CC(C)([O-])C.[K+] (Potassium tert-butoxide), [Si](C)(C)(C(C)(C)C)OCCO (2-((tert-butyldimethylsilyl)oxy)ethan-1-ol), ClC=1C=C(C=CC1F)[N+](=O)[O-] (3-chloro-4-fluoronitrobenzene). RXN SMILES: CC(C)([O-])C.[K+].[Si:7]([O:14][CH2:15][CH2:16][OH:17])([C:10]([CH3:13])([CH3:12])[CH3:11])([CH3:9])[CH3:8].[Cl:18][C:19]1[CH:20]=[C:21]([N+:26]([O-:28])=[O:27])[CH:22]=[CH:23][C:24]=1F>C1COCC1>[C:10]([Si:7]([O:14][CH2:15][CH2:16][O:17][C:24]1[CH:23]=[CH:22][C:21]([N+:26]([O-:28])=[O:27])=[CH:20][C:19]=1[Cl:18])([CH3:9])[CH3:8])([CH3:12])([CH3:13])[CH3:11] |f:0.1|. Conditions: temperature 0 celsius, time 30 minute. The reactants are NC1=CC=CC=C1 (aniline), BrC=1C=CC=C2C=CC(=NC12)Cl (8-bromo-2-chloroquinoline), [Li+].C[Si](C)(C)[N-][Si](C)(C)C (LiHMDS). Run in C1CCOC1 (THF). Run at time 1 hour. Yields the product BrC=1C=CC=C2C=CC(=NC12)NC1=CC=CC=C1 (8-bromo-N-phenylquinolin-2-amine). Yield: 75.8%. Reaction SMILES: [NH2:1][C:2]1[CH:7]=[CH:6][CH:5]=[CH:4][CH:3]=1.[Br:8][C:9]1[CH:10]=[CH:11][CH:12]=[C:13]2[C:18]=1[N:17]=[C:16](Cl)[CH:15]=[CH:14]2.[Li+].C[Si]([N-][Si](C)(C)C)(C)C>C1COCC1>[Br:8][C:9]1[CH:10]=[CH:11][CH:12]=[C:13]2[C:18]=1[N:17]=[C:16]([NH:1][C:2]1[CH:7]=[CH:6][CH:5]=[CH:4][CH:3]=1)[CH:15]=[CH:14]2 |f:2.3|. Reported procedure: To a solution of aniline (0.76 g, 8.16 mmol) and 8-bromo-2-chloroquinoline (Biofine International, Vancouver, BC; 1.1 g, 4.54 mmol) in THF (7 mL) at 0° C. was added LiHMDS (1.0 M solution in THF, 13.61 mL, 13.61 mmol) drop wise via a syringe. The resulting brown mixture was stirred at RT for 1 h, and then quenched with sat. NH4Cl solution (15 mL) and extracted with EtOAc (2×50 mL). The combined organic solution was concentrated and the residue was purified on a silica gel column (25-45% EtOAc in... Starting materials: C(C1=CC=CC=C1)OC1=CC=C(C=C1)CC(C(=O)OC)Cl (methyl 3-(4-benzyloxyphenyl)-2-chloropropanoate), C1(=CC=CC=C1)S(=O)[O-].[Na+] (sodium benzenesulphinate), CN(C=O)C (N,N-dimethylformamide). Run in O (water). Run at temperature 80 celsius. The product is C1(=CC=CC=C1)S(=O)(=O)C(C(=O)OC)CC1=CC=C(C=C1)OCC1=CC=CC=C1 (Methyl 2-(benzenesulphonyl)-3-(4-benzyloxyphenyl)propanoate). RXN SMILES: [CH2:1]([O:8][C:9]1[CH:14]=[CH:13][C:12]([CH2:15][CH:16](Cl)[C:17]([O:19][CH3:20])=[O:18])=[CH:11][CH:10]=1)[C:2]1[CH:7]=[CH:6][CH:5]=[CH:4][CH:3]=1.[C:22]1([S:28]([O-:30])=[O:29])[CH:27]=[CH:26][CH:25]=[CH:24][CH:23]=1.[Na+].CN(C)C=O>O>[C:22]1([S:28]([CH:16]([CH2:15][C:12]2[CH:13]=[CH:14][C:9]([O:8][CH2:1][C:2]3[CH:7]=[CH:6][CH:5]=[CH:4][CH:3]=3)=[CH:10][CH:11]=2)[C:17]([O:19][CH3:20])=[O:18])(=[O:30])=[O:29])[CH:27]=[CH:26][CH:25]=[CH:24][CH:23]=1 |f:1.2|. Procedure details: A mixture of methyl 3-(4-benzyloxyphenyl)-2-chloropropanoate (International Patent Appl., Publication No. WO 9101337) (0.50 g), sodium benzenesulphinate (0.29 g) and dry N,N-dimethylformamide (25 mL) was heated at 80° C. for 24 hrs. The mixture was cooled and diluted with water (500 mL), then extracted with dichloromethane (2×250 mL). The combined organic solutions were washed with water (2×250 mL) and brine (250 mL), dried (MgSO4) and evaporated. The residue was chromatographed on silica gel wi... Reactants: CN1C(=CC=C1)C=1OC2=C(N1)C=CC(=C2)CC(=O)OC (methyl (2-(1-methyl-2-pyrrolyl)-6-benzoxazolyl)acetate), C1CCOC1 (THF), [OH-].[Na+] (NaOH). Run in Cl (HCl). Conditions: time 5 hour. Yields the product CN1C(=CC=C1)C=1OC2=C(N1)C=CC(=C2)CC(=O)O ((2-(1-methyl-2-pyrrolyl)-6-benzoxazolyl)acetic acid). The yield is 66.9%. Reaction SMILES: [CH3:1][N:2]1[CH:6]=[CH:5][CH:4]=[C:3]1[C:7]1[O:8][C:9]2[CH:15]=[C:14]([CH2:16][C:17]([O:19]C)=[O:18])[CH:13]=[CH:12][C:10]=2[N:11]=1.C1COCC1.[OH-].[Na+]>Cl>[CH3:1][N:2]1[CH:6]=[CH:5][CH:4]=[C:3]1[C:7]1[O:8][C:9]2[CH:15]=[C:14]([CH2:16][C:17]([OH:19])=[O:18])[CH:13]=[CH:12][C:10]=2[N:11]=1 |f:2.3|. Procedure: To methyl (2-(1-methyl-2-pyrrolyl)-6-benzoxazolyl)acetate (228 mg, 0.84 mmol) were added THF (8.5 ml) and 0.25N NaOH (5.10 ml, 1.27 mmol). The resulting mixture was stirred at room temperature for 5 hours. The reaction mixture was poured in 1N HCl (10 ml). The crystals thus precipitated were collected by filtration under reduced pressure, washed with water, and dried under reduced pressure to give (2-(1-methyl-2-pyrrolyl)-6-benzoxazolyl)acetic acid (144 mg, 67%) as a pale yellow solid. The reactants are N(=NC(=O)OCC)C(=O)OCC (diethyl azodicarboxylate), C1(=CC=CC=C1)P(C1=CC=CC=C1)C1=CC=CC=C1 (triphenylphosphine), C1(=CC=CC=C1)P(=O)(C1=CC=CC=C1)N=[N+]=[N-] (diphenylphosphoryl azide), C(C)C1=NC2=C(N1C1=CC=C(C=C1)CCO)C=CC=C2 (2-[4-(2-ethyl-1H-benzimidazol-1-yl)phenyl]ethanol). Reaction conditions: time 4.5 hour. The product is C(C)C1=NC2=C(N1C1=CC=C(C=C1)CCN=[N+]=[N-])C=CC=C2 (2-[4-(2-Ethyl-1H-benzimidazol-1-yl)phenyl]ethyl azide). The yield is 100.9%. As a reaction SMILES: [CH2:1]([C:3]1[N:7]([C:8]2[CH:13]=[CH:12][C:11]([CH2:14][CH2:15]O)=[CH:10][CH:9]=2)[C:6]2[CH:17]=[CH:18][CH:19]=[CH:20][C:5]=2[N:4]=1)[CH3:2].N(C(OCC)=O)=NC(OCC)=O.C1(P(C2C=CC=CC=2)C2C=CC=CC=2)C=CC=CC=1.C1(P([N:66]=[N+:67]=[N-:68])(C2C=CC=CC=2)=O)C=CC=CC=1>>[CH2:1]([C:3]1[N:7]([C:8]2[CH:13]=[CH:12][C:11]([CH2:14][CH2:15][N:66]=[N+:67]=[N-:68])=[CH:10][CH:9]=2)[C:6]2[CH:17]=[CH:18][CH:19]=[CH:20][C:5]=2[N:4]=1)[CH3:2]. Procedure details: A mixture of 2-[4-(2-ethyl-1H-benzimidazol-1-yl)phenyl]ethanol (914 mg, 3.4 mmol) in TUF (40 mL) was added diethyl azodicarboxylate (DEAD) (1.2 mg, 7 mmol), triphenylphosphine (1.8 g, 7 mmol) and diphenylphosphoryl azide (DPPA) (1.9 g, 7 mmol). The mixture was stirred at room temperature for 4.5 h. After removal of solvent, the residue was purified by flash column chromatography on silica gel eluting with hexane/ethyl acetate (gradient elution from 1:1 to 1:2) to afford 1000 mg (74%) of the titl... Solvent: C(Cl)Cl (CH2Cl2), C(Cl)Cl (CH2Cl2). The product is C[C@@]1([C@@H](O[C@@H]([C@H]1O)CO)N1N=C2C=3C(CCC3CNN=C2)=C1)O (2-(2-C-methyl-β-D-ribofuranosyl)-6,7,8,9-tetrahydro-2H-2,3,5,6-tetraazabenzo[cd]azulene). Conditions: temperature -78 celsius, time 1.5 hour. Reactants: C[C@@]1([C@@H](O[C@@H]([C@H]1OCC1=C(C=C(C=C1)Cl)Cl)COCC1=C(C=C(C=C1)Cl)Cl)N1N=C2C=3C(CCC3CNN=C2)=C1)O (2-[2-C-methyl-3,5-bis-O-(2,4-dichlorophenylmethyl)-β-D-ribofuranosyl]-6,7,8,9-tetrahydro-2H-2,3,5,6-tetraazabenzo[cd]azulene), solution, B(Cl)(Cl)Cl (BCl3). Procedure: To a solution of compound 4.5 (68.0 mg, 0.1 mmol) in CH2Cl2 (10 mL) at −78° C. was added 1.0 M solution of BCl3 in CH2Cl2 (1.07 mmol) dropwise via syringe. The mixture was stirred at −78° C. for 1.5 h, then for 3 hr at −35° C. to −40° C. The reaction was quenched by adding MeOH (6.0 mL), the solvents were evaporated and the resulting residue was purified by flash column chromatography over silica gel using 6-7% MeOH in CH2Cl2 as eluent to give title compound 4.6 (31.8 mg) as a white foam. Isolated yield 99.3%. RXN SMILES: [CH3:1][C@@:2]1([OH:41])[C@H:6]([O:7]CC2C=CC(Cl)=CC=2Cl)[C@@H:5]([CH2:17][O:18]CC2C=CC(Cl)=CC=2Cl)[O:4][C@H:3]1[N:28]1[CH:40]=[C:32]2[CH2:33][CH2:34][C:35]3[CH2:36][NH:37][N:38]=[CH:39][C:30]([C:31]=32)=[N:29]1.B(Cl)(Cl)Cl>C(Cl)Cl>[CH3:1][C@@:2]1([OH:41])[C@H:6]([OH:7])[C@@H:5]([CH2:17][OH:18])[O:4][C@H:3]1[N:28]1[CH:40]=[C:32]2[CH2:33][CH2:34][C:35]3[CH2:36][NH:37][N:38]=[CH:39][C:30]([C:31]=32)=[N:29]1.